From a dataset of the Open Reaction Database (ORD), a public repository of structured organic reaction records. describe an organic reaction: reactants, conditions, products, and yield Starting materials: CCCCN(CCCC)SCl, Cc1csc(Oc2ccc(CNC(=O)c3c(Cl)c(C)nn3C)cc2)c1, CN(C)c1ccncc1, O, c1ccncc1. Yields the product CCCCN(CCCC)SN(Cc1ccc(Oc2cc(C)cs2)cc1)C(=O)c1c(Cl)c(C)nn1C. Reaction SMILES: [CH2:32]([CH2:33][CH2:34][CH3:35])[N:36]([CH2:37][CH2:38][CH2:39][CH3:40])[S:41][Cl:42].[CH3:1][c:2]1[cH:3][c:4]([O:7][c:8]2[cH:9][cH:10][c:11]([CH2:12][NH:13][C:14](=[O:15])[c:16]3[c:17]([Cl:23])[c:18]([CH3:22])[n:19][n:20]3[CH3:21])[cH:24][cH:25]2)[s:5][cH:6]1.[CH3:43][N:44]([c:45]1[cH:46][cH:47][n:48][cH:49][cH:50]1)[CH3:51].[OH2:52].[cH:26]1[cH:27][cH:28][n:29][cH:30][cH:31]1>>[CH3:1][c:2]1[cH:3][c:4]([O:7][c:8]2[cH:9][cH:10][c:11]([CH2:12][N:13]([C:14](=[O:15])[c:16]3[c:17]([Cl:23])[c:18]([CH3:22])[n:19][n:20]3[CH3:21])[S:41][N:36]([CH2:32][CH2:33][CH2:34][CH3:35])[CH2:37][CH2:38][CH2:39][CH3:40])[cH:24][cH:25]2)[s:5][cH:6]1. Reactants: ClC=1C=CC2=C(C(=NO2)OCC(CO)NC(C2=CC=CC=C2)(C2=CC=CC=C2)C2=CC=CC=C2)C1 (5-chloro-3-(2-tritylamino-3-hydroxypropoxy)-1,2-benzoisoxazole), [H-].[Na+] (sodium hydride), CI (methyl iodide). Run in O1CCCC1 (tetrahydrofuran). Yields the product ClC=1C=CC2=C(C(=NO2)OCC(COC)NC(C2=CC=CC=C2)(C2=CC=CC=C2)C2=CC=CC=C2)C1 (5-chloro-3-(3-methoxy-2-tritylaminopropoxy)-1,2-benzoisoxazole). As a reaction SMILES: [H-].[Na+].[Cl:3][C:4]1[CH:5]=[CH:6][C:7]2[O:11][N:10]=[C:9]([O:12][CH2:13][CH:14]([NH:17][C:18]([C:31]3[CH:36]=[CH:35][CH:34]=[CH:33][CH:32]=3)([C:25]3[CH:30]=[CH:29][CH:28]=[CH:27][CH:26]=3)[C:19]3[CH:24]=[CH:23][CH:22]=[CH:21][CH:20]=3)[CH2:15][OH:16])[C:8]=2[CH:37]=1.[CH3:38]I>O1CCCC1>[Cl:3][C:4]1[CH:5]=[CH:6][C:7]2[O:11][N:10]=[C:9]([O:12][CH2:13][CH:14]([NH:17][C:18]([C:19]3[CH:24]=[CH:23][CH:22]=[CH:21][CH:20]=3)([C:25]3[CH:26]=[CH:27][CH:28]=[CH:29][CH:30]=3)[C:31]3[CH:32]=[CH:33][CH:34]=[CH:35][CH:36]=3)[CH2:15][O:16][CH3:38])[C:8]=2[CH:37]=1 |f:0.1|. Reported procedure: To a suspension of 0.44 g of 60% (w/w) sodium hydride in 49 ml of tetrahydrofuran is added 4.85 g of 5-chloro-3-(2-tritylamino-3-hydroxypropoxy)-1,2-benzoisoxazole at 20°-25° C. and they are refluxed for one hour. The reaction mixture is cooled to 5°-10° C., and thereafter, 1.56 g of methyl iodide is added, after which they are subjected to reaction at 20°-25° C. for five hours. The solvent is removed from the reaction mixture by distillation under reduced pressure, ethyl acetate and water are a...